Dataset: the Open Reaction Database (ORD), a public repository of structured organic reaction records. Task: describe an organic reaction: reactants, conditions, products, and yield As a reaction SMILES: [CH3:24][CH2:25][O:26][CH2:27][CH2:28][OH:29].[N+:1]([O-:2])(=[O:3])[c:4]1[cH:5][cH:6][c:7]([O:20][CH2:21][CH2:22][CH3:23])[c:8]([C:10]2=[N:11][C:12](=[O:19])[C:13]3=[N:14][N:15]=[N:16][C:17]3=[N:18]2)[cH:9]1.[Pt:30]=[O:31]>>[NH2:1][c:4]1[cH:5][cH:6][c:7]([O:20][CH2:21][CH2:22][CH3:23])[c:8]([C:10]2=[N:11][C:12](=[O:19])[C:13]3=[N:14][N:15]=[N:16][C:17]3=[N:18]2)[cH:9]1. Yields the product CCCOc1ccc(N)cc1C1=NC(=O)C2=NN=NC2=N1. Reactants: CCOCCO, CCCOc1ccc([N+](=O)[O-])cc1C1=NC(=O)C2=NN=NC2=N1, O=[Pt]. Starting materials: C(C)(C)(C)N1N=CC(=C(C1=O)Cl)SCC1=CC=C(C=C1)CCCCOS(=O)(=O)C=1C(=CC=CC1)C (2-tert-butyl-4-chloro-5-(4-(4-toluenesulfonyloxybutyl)benzyl)thio-3(2H)-pyridazinone), [F-].C(CCC)[N+](CCCC)(CCCC)CCCC (tetrabutylammonium fluoride). Run in C1CCOC1 (THF). Conditions: time 30 minute. The product is C(C)(C)(C)N1N=CC(=C(C1=O)Cl)SCC1=CC=C(C=C1)CCCCF (2-tert-butyl-4-chloro-5-(4-(4-fluorobutyl)benzyl)thio-3(2H)-pyridazinone). Reaction SMILES: [C:1]([N:5]1[C:10](=[O:11])[C:9]([Cl:12])=[C:8]([S:13][CH2:14][C:15]2[CH:20]=[CH:19][C:18]([CH2:21][CH2:22][CH2:23][CH2:24]OS(C3C(C)=CC=CC=3)(=O)=O)=[CH:17][CH:16]=2)[CH:7]=[N:6]1)([CH3:4])([CH3:3])[CH3:2].[F-:36].C([N+](CCCC)(CCCC)CCCC)CCC>C1COCC1>[C:1]([N:5]1[C:10](=[O:11])[C:9]([Cl:12])=[C:8]([S:13][CH2:14][C:15]2[CH:20]=[CH:19][C:18]([CH2:21][CH2:22][CH2:23][CH2:24][F:36])=[CH:17][CH:16]=2)[CH:7]=[N:6]1)([CH3:4])([CH3:3])[CH3:2] |f:1.2|. Procedure: To a round bottom flask is added 2-tert-butyl-4-chloro-5-(4-(4-toluenesulfonyloxybutyl)benzyl)thio-3(2H)-pyridazinone (0.05 g, 0.093 mmol) and to it is added tetrabutylammonium fluoride (1.0 M solution in THF, 0.93 μl, 0.93 mmol) followed by 0.2 ml of THF. The reaction is heated to 60 C and stirred at that temperature for 30 minutes. The mixture is then cooled and concentrated and the crude subjected to flash chromatography to obtain the above mention compound. Reaction SMILES: [C:1]1([C:7]2[N:12]=[C:11]([Cl:13])[N:10]=[C:9](Cl)[CH:8]=2)[CH:6]=[CH:5][CH:4]=[CH:3][CH:2]=1.[NH2:15][C@@H:16]([CH3:25])[C:17]([NH:19][CH2:20][C:21]([F:24])([F:23])[F:22])=[O:18].C(N(C(C)C)CC)(C)C>C(O)(C)C>[Cl:13][C:11]1[N:10]=[C:9]([NH:15][CH:16]([CH3:25])[C:17]([NH:19][CH2:20][C:21]([F:22])([F:23])[F:24])=[O:18])[CH:8]=[C:7]([C:1]2[CH:6]=[CH:5][CH:4]=[CH:3][CH:2]=2)[N:12]=1. Procedure details: As shown in FIG. 3—step i, a mixture of phenylboronic acid (1.22 g), 2,4,6-trichloropyrimidine (compound 1011), tetrakis(triphenylphosphine) palladium(0) and 2N sodium carbonate (15 mL) in DME (25 mL) was heated at 80° C. overnight. After cooling to rt, addition of water (30 mL), extraction with dichloromethane (3×20 mL), drying and evaporation, purification by column chromatography (SiO2, 10-20% ethyl acetate in hexane) afforded the desired product, 6-phenyl-2,4-dichloropyrimidine (compound 101... Product: ClC1=NC(=CC(=N1)NC(C(=O)NCC(F)(F)F)C)C1=CC=CC=C1 (2-(2-chloro-6-phenyl-pyrimidin-4-ylamino)-N-(2,2,2-trifluoro-ethyl)propionamide). Conditions: temperature 80 celsius. Yield: 30.4%. Reactants: N[C@H](C(=O)NCC(F)(F)F)C ((S)-2-amino-N-(2,2,2-trifluoroethyl)propanamide), C(C)(C)N(CC)C(C)C (diisopropylethylamine), C1(=CC=CC=C1)C1=CC(=NC(=N1)Cl)Cl (6-phenyl-2,4-dichloropyrimidine). Solvent: C(C)(C)O (isopropanol). Product: COC(=O)c1ccc(NC(=O)CCc2ccccc2)cc1. The reactants are O=C(Cl)CCc1ccccc1, COC(=O)c1ccc(N)cc1, c1ccncc1. RXN SMILES: [C:12]([CH2:13][CH2:14][c:15]1[cH:16][cH:17][cH:18][cH:19][cH:20]1)(=[O:21])[Cl:22].[NH2:1][c:2]1[cH:3][cH:4][c:5]([C:6](=[O:7])[O:8][CH3:9])[cH:10][cH:11]1.[cH:23]1[cH:24][cH:25][n:26][cH:27][cH:28]1>>[NH:1]([c:2]1[cH:3][cH:4][c:5]([C:6](=[O:7])[O:8][CH3:9])[cH:10][cH:11]1)[C:12]([CH2:13][CH2:14][c:15]1[cH:16][cH:17][cH:18][cH:19][cH:20]1)=[O:21]. Starting materials: CC(C)=O, CI, CC1(C)Cc2ccc([N+](=O)[O-])cc2C=N1. Yields the product [I-], C[N+]1=Cc2cc([N+](=O)[O-])ccc2CC1(C)C. Reaction SMILES: [CH3:18][C:19](=[O:20])[CH3:21].[I:16][CH3:17].[N+:1](=[O:2])([O-:3])[c:4]1[cH:5][cH:6][c:7]2[c:12]([cH:13]1)[CH:11]=[N:10][C:9]([CH3:14])([CH3:15])[CH2:8]2>>[I-:16].[N+:1](=[O:2])([O-:3])[c:4]1[cH:5][cH:6][c:7]2[c:12]([cH:13]1)[CH:11]=[N+:10]([CH3:17])[C:9]([CH3:14])([CH3:15])[CH2:8]2. The reactants are FC1=CC=C(CNNC(=O)OC(C)(C)C)C=C1 (tert-butyl 2-(4-fluorobenzyl)hydrazinecarboxylate), C(=O)OCC (ethyl formate), C(=O)OCC (ethyl formate). Solvent: CCO (EtOH). Conditions: temperature 50 celsius, time 4 hour. Product: FC1=CC=C(CN(NC(=O)OC(C)(C)C)C=O)C=C1 (tert-Butyl 2-(4-fluorobenzyl)-2-formylhydrazinecarboxylate). Yield: 16.4%. As a reaction SMILES: [F:1][C:2]1[CH:17]=[CH:16][C:5]([CH2:6][NH:7][NH:8][C:9]([O:11][C:12]([CH3:15])([CH3:14])[CH3:13])=[O:10])=[CH:4][CH:3]=1.[CH:18](OCC)=[O:19]>CCO>[F:1][C:2]1[CH:17]=[CH:16][C:5]([CH2:6][N:7]([CH:18]=[O:19])[NH:8][C:9]([O:11][C:12]([CH3:13])([CH3:14])[CH3:15])=[O:10])=[CH:4][CH:3]=1. Procedure: To a solution of tert-butyl 2-(4-fluorobenzyl)hydrazinecarboxylate (0.6 g, 2.50 mmol, 1.0 equiv) in EtOH (2.5 mL) was added ethyl formate (0.81 mL, 9.99 mmol, 4.0 equiv) and the reaction mixture heated to 50° C. (oil bath). After stirring 4 h, the reaction was cooled to ambient temperature and stirred 3 d. The reaction was then heated to 50° C. (oil bath) for 3 h at which time more ethyl formate (1.0 mL, 12.28 mmol, 4.9 equiv) was added. After stirring a further 4 h, the reaction was concentrate... Starting materials: C(=O)(C(F)(F)F)O (TFA), C(C)(C)(C)OC(N[C@@H](CNCC1=C(C=CC(=C1)C(F)(F)F)C1=C(C=CC(=C1)C(C)C)OC)C1=CC=CC=C1)=O (tert-butyl[(1R)-2-({[5′-isopropyl-2′-methoxy-4-(trifluoromethyl)biphenyl-2-yl]methyl}amino)-1-phenylethyl]carbamate), [OH-].[Na+] (NaOH). Run in C(Cl)Cl (CH2Cl2). Conditions: time 2 hour. The product is C(C)(C)C=1C=CC(=C(C1)C1=C(C=C(C=C1)C(F)(F)F)CNC[C@H](N)C1=CC=CC=C1)OC ((1R)—N2-{[5′-isopropyl-2′-methoxy-4-(trifluoromethyl)biphenyl-2-yl]methyl}-1-phenylethane-1,2-diamine). Reaction SMILES: C(OC(=O)[NH:7][C@H:8]([C:33]1[CH:38]=[CH:37][CH:36]=[CH:35][CH:34]=1)[CH2:9][NH:10][CH2:11][C:12]1[CH:17]=[C:16]([C:18]([F:21])([F:20])[F:19])[CH:15]=[CH:14][C:13]=1[C:22]1[CH:27]=[C:26]([CH:28]([CH3:30])[CH3:29])[CH:25]=[CH:24][C:23]=1[O:31][CH3:32])(C)(C)C.C(O)(C(F)(F)F)=O.[OH-].[Na+]>C(Cl)Cl>[CH:28]([C:26]1[CH:25]=[CH:24][C:23]([O:31][CH3:32])=[C:22]([C:13]2[CH:14]=[CH:15][C:16]([C:18]([F:20])([F:21])[F:19])=[CH:17][C:12]=2[CH2:11][NH:10][CH2:9][C@@H:8]([C:33]2[CH:34]=[CH:35][CH:36]=[CH:37][CH:38]=2)[NH2:7])[CH:27]=1)([CH3:30])[CH3:29] |f:2.3|. Reported procedure: To a solution of tert-butyl[(1R)-2-({[5′-isopropyl-2′-methoxy-4-(trifluoromethyl)biphenyl-2-yl]methyl}amino)-1-phenylethyl]carbamate (150 mg, 0.277 mmol) containing minor impurities in CH2Cl2 (10 mL) was added TFA (1 mL). The reaction was stirred at room temperature for 2 hours and then poured into 1 N NaOH (25 mL). The mixture was extracted with CH2Cl2 (3×25 mL). The combined organic extracts were dried over Na2SO4, filtered, and concentrated. Purification of the resulting residue by flash chro... As a reaction SMILES: [CH3:1][O:2][C:3]([c:4]1[c:5]([OH:6])[cH:7][cH:8][c:9]([C:11]([CH3:12])=[O:13])[cH:10]1)=[O:14].[CH3:21][I:22].[CH3:25][N:26]([CH3:27])[CH:28]=[O:29].[ClH:23].[Na+:15].[Na+:16].[O-:17][C:18](=[O:19])[O-:20].[OH2:24]>>[CH3:1][O:2][C:3]([c:4]1[c:5]([O:6][CH3:18])[cH:7][cH:8][c:9]([C:11]([CH3:12])=[O:13])[cH:10]1)=[O:14]. The reactants are COC(=O)c1cc(C(C)=O)ccc1O, CI, CN(C)C=O, Cl, [Na+], [Na+], O=C([O-])[O-], O. Product: COC(=O)c1cc(C(C)=O)ccc1OC.